Dataset: the Open Reaction Database (ORD), a public repository of structured organic reaction records. Task: describe an organic reaction: reactants, conditions, products, and yield Yield: 49.7%. Starting materials: C(C1=CC=CC=C1)OC1=CC=C(C=C1)CCC#N (3-(4-benzyloxyphenyl)-propionitrile), [H-].[H-].[H-].[H-].[Li+].[Al+3] (LAH), S(=O)(=O)([O-])[O-].[Na+].[Na+] (sodium sulfate). Reaction SMILES: [H-].[H-].[H-].[H-].[Li+].[Al+3].[CH2:7]([O:14][C:15]1[CH:20]=[CH:19][C:18]([CH2:21][CH2:22][C:23]#[N:24])=[CH:17][CH:16]=1)[C:8]1[CH:13]=[CH:12][CH:11]=[CH:10][CH:9]=1.S([O-])([O-])(=O)=O.[Na+].[Na+]>C1COCC1>[CH2:7]([O:14][C:15]1[CH:16]=[CH:17][C:18]([CH2:21][CH2:22][CH2:23][NH2:24])=[CH:19][CH:20]=1)[C:8]1[CH:9]=[CH:10][CH:11]=[CH:12][CH:13]=1 |f:0.1.2.3.4.5,7.8.9|. Yields the product C(C1=CC=CC=C1)OC1=CC=C(C=C1)CCCN (3-(4-benzyloxyphenyl)propylamine). Reported procedure: LAH (570 mg, 0.015 mol, 1.5 eq) was dissolved in THF (30 ml), and to this solution was added dropwise a THF solution (50 ml) of 3-(4-benzyloxyphenyl)-propionitrile (2.37 g, 0.01 mol, 1.0 eq) under ice-cooling. After the completion of the dropwise addition, the mixture was stirred at room temperature for 2 hours. This reaction mixture was cooled with ice-cold water, and a saturated aqueous sodium sulfate solution (about 30-40 ml) was added. After filtration through Celite, the filtrate was concen... Solvent: C1CCOC1 (THF), C1CCOC1 (THF). Conditions: time 2 hour. Reactants: [BH4-], CCOC(=O)C1(NC(=O)c2ccc(C(C)O)c(OCCc3cccc(C)c3)c2)Cc2ccccc2C1, COC(=O)C1(NC(=O)c2ccc(C(C)O)c(OCCc3cccc(C)c3)c2)Cc2ccccc2C1, CCO, [Na+]. Yields the product Cc1cccc(CCOc2cc(C(=O)NC3(C(=O)O)Cc4ccccc4C3)ccc2C(C)O)c1. RXN SMILES: [BH4-:1].[CH2:38]([O:39][C:40]([C:41]1([NH:42][C:43](=[O:44])[c:45]2[cH:46][cH:47][c:48]([CH:49]([OH:50])[CH3:51])[c:52]([O:53][CH2:54][CH2:55][c:56]3[cH:57][c:58]([CH3:59])[cH:60][cH:61][cH:62]3)[cH:63]2)[CH2:64][c:65]2[c:66]([cH:67][cH:68][cH:69][cH:70]2)[CH2:71]1)=[O:72])[CH3:73].[CH3:3][O:4][C:5](=[O:6])[C:7]1([NH:16][C:17]([c:18]2[cH:19][c:20]([O:27][CH2:28][CH2:29][c:30]3[cH:31][c:32]([CH3:36])[cH:33][cH:34][cH:35]3)[c:21]([CH:24]([CH3:25])[OH:26])[cH:22][cH:23]2)=[O:37])[CH2:8][c:9]2[cH:10][cH:11][cH:12][cH:13][c:14]2[CH2:15]1.[CH3:74][CH2:75][OH:76].[Na+:2]>>[O:4]=[C:5]([OH:6])[C:7]1([NH:16][C:17]([c:18]2[cH:19][c:20]([O:27][CH2:28][CH2:29][c:30]3[cH:31][c:32]([CH3:36])[cH:33][cH:34][cH:35]3)[c:21]([CH:24]([CH3:25])[OH:26])[cH:22][cH:23]2)=[O:37])[CH2:8][c:9]2[cH:10][cH:11][cH:12][cH:13][c:14]2[CH2:15]1. The reactants are ClC1=C(C=CC(=C1)Cl)C(C)=O (1-(2,4-dichlorophenyl)ethanone), ice water, CS(=O)C (DMSO), [H-].[Na+] (NaH), [I-].C[S+](C)C (Trimethylsulfonium iodide). The solvent is C1CCOC1 (THF), C1CCOC1 (THF). Reaction conditions: temperature 65 celsius, time 10 minute. The product is ClC1=C(C=CC(=C1)Cl)C1(OC1)C (2-(2,4-dichlorophenyl)-2-methyloxirane). Reaction SMILES: CS(C)=O.[H-].[Na+].[I-].[CH3:8][S+](C)C.[Cl:12][C:13]1[CH:18]=[C:17]([Cl:19])[CH:16]=[CH:15][C:14]=1[C:20](=[O:22])[CH3:21]>C1COCC1>[Cl:12][C:13]1[CH:18]=[C:17]([Cl:19])[CH:16]=[CH:15][C:14]=1[C:20]1([CH3:8])[CH2:21][O:22]1 |f:1.2,3.4|. Procedure: The title compound was prepared by following general procedure 3. DMSO was added to NaH (1 equiv.) and heated to 65° C. for 1 h. THF was added at the same temperature and heated for another 10 min. After 10 min., the reaction mixture was cooled to 0° C. Trimethylsulfonium iodide (1 equiv.) was added and the reaction mixture was stirred for 10 min. after which the solution of 1-(2,4-dichlorophenyl)ethanone (1 equiv.) in THF was added dropwise. After complete addition, the reaction mixture was sti... Reactants: S(O)(O)(=O)=O (sulfuric acid), CC1=CC=C(C=C1)C1=C(C(=O)O)C=CC=C1 (2-(4-methylphenyl)benzoic acid), CO (methanol), N (ammonia), ice water. The product is CC1=CC=C(C=C1)C1=C(C(=O)OC)C=CC=C1 (Methyl 2-(4-methylphenyl)benzoate). Reaction SMILES: S(=O)(=O)(O)O.[CH3:6][C:7]1[CH:12]=[CH:11][C:10]([C:13]2[CH:21]=[CH:20][CH:19]=[CH:18][C:14]=2[C:15]([OH:17])=[O:16])=[CH:9][CH:8]=1.N.[CH3:23]O>>[CH3:6][C:7]1[CH:8]=[CH:9][C:10]([C:13]2[CH:21]=[CH:20][CH:19]=[CH:18][C:14]=2[C:15]([O:17][CH3:23])=[O:16])=[CH:11][CH:12]=1. Reported procedure: 6 g of sulfuric acid in 12 ml of methanol was added to 3.2 g of 2-(4-methylphenyl)benzoic acid [see A. I. Meyers et al., J. Org. Chem., 43, 1372 (1978)], and the mixture was heated under reflux for 8 hr. The refluxed solution was cooled, poured into ice water, weakly alkalified with aqueous ammonia and extracted with ether. The extract was dried over anhydrous magnesium sulfate. The dried extract was concentrated, and the residue was recrystallized from n-hexane to prepare 2.4 g of the title com... The yield is 69.0%. As a reaction SMILES: [CH3:1][O:2][C:3]1[CH:25]=[CH:24][C:6]2=[CH:7][CH:8]=[C:9]3[C:13]([N:12]([CH2:14][C@H:15]([NH:17]C(=O)C(F)(F)F)[CH3:16])[CH:11]=[CH:10]3)=[C:5]2[CH:4]=1.[OH-:26].[K+].[OH2:28].[OH-:29].[Na+]>CO>[C:3]([OH:2])(=[O:29])/[CH:25]=[CH:24]/[C:6]([OH:28])=[O:26].[CH3:1][O:2][C:3]1[CH:25]=[CH:24][C:6]2=[CH:7][CH:8]=[C:9]3[C:13]([N:12]([CH2:14][C@H:15]([NH2:17])[CH3:16])[CH:11]=[CH:10]3)=[C:5]2[CH:4]=1 |f:1.2,4.5,7.8|. Procedure details: A mixture of 0.97 g of (R)-N-[2-(8-methoxy-1H-benz[g]indol-1-yl)-1-methyl-ethyl]-trifluoroacetamide, 1 g of potassium hydroxide, 2 ml of water and 40 ml of methanol was boiled under reflux for 15 hours. The reaction mixture was subsequently poured into 80 ml of 1N sodium hydroxide solution, extracted twice with 80 ml of diethyl ether each time and once with 80 ml of ethyl acetate and the combined organic phases were washed once with 120 ml and dried over magnesium sulfate. After concentration in... Yields the product C(\C=C\C(=O)O)(=O)O.COC1=CC=2C(=CC=C3C=CN(C23)C[C@@H](C)N)C=C1 ((R)-2-(8-methoxy-1H-benz[g]indol-1-yl)-1-methyl-ethylamine fumarate). Starting materials: [OH-].[Na+] (sodium hydroxide), COC1=CC=2C(=CC=C3C=CN(C23)C[C@@H](C)NC(C(F)(F)F)=O)C=C1 ((R)-N-[2-(8-methoxy-1H-benz[g]indol-1-yl)-1-methyl-ethyl]-trifluoroacetamide), [OH-].[K+] (potassium hydroxide), O (water). The solvent is CO (methanol). The reactants are N[C@H]1CC[C@H](CC1)NC(=O)C1=CNC2=C1N=CN=C2C2=C(C=CC(=C2)OC)OCC2CC2 (cis-4-(2-cyclopropylmethoxy-5-methoxy-phenyl)-5H-pyrrolo[3,2-d]pyrimidine-7-carboxylic acid (4-amino-cyclohexyl)-amide), ClC(=O)C1(CC1)OC(C)=O (acetic acid 1-chlorocarbonyl-cyclopropyl ester). Yields the product OC1(CC1)C(=O)N[C@H]1CC[C@H](CC1)NC(=O)C1=CNC2=C1N=CN=C2C2=C(C=CC(=C2)OC)OCC2CC2 (cis-4-(2-Cyclopropylmethoxy-5-methoxy-phenyl)-5H-pyrrolo[3,2-d]pyrimidine-7-carboxylic acid {4-[(1-hydroxy-cyclopropanecarbonyl)-amino]-cyclohexyl}-amide). As a reaction SMILES: [NH2:1][C@@H:2]1[CH2:7][CH2:6][C@H:5]([NH:8][C:9]([C:11]2[C:15]3[N:16]=[CH:17][N:18]=[C:19]([C:20]4[CH:25]=[C:24]([O:26][CH3:27])[CH:23]=[CH:22][C:21]=4[O:28][CH2:29][CH:30]4[CH2:32][CH2:31]4)[C:14]=3[NH:13][CH:12]=2)=[O:10])[CH2:4][CH2:3]1.Cl[C:34]([C:36]1([O:39]C(=O)C)[CH2:38][CH2:37]1)=[O:35]>>[OH:39][C:36]1([C:34]([NH:1][C@@H:2]2[CH2:7][CH2:6][C@H:5]([NH:8][C:9]([C:11]3[C:15]4[N:16]=[CH:17][N:18]=[C:19]([C:20]5[CH:25]=[C:24]([O:26][CH3:27])[CH:23]=[CH:22][C:21]=5[O:28][CH2:29][CH:30]5[CH2:31][CH2:32]5)[C:14]=4[NH:13][CH:12]=3)=[O:10])[CH2:4][CH2:3]2)=[O:35])[CH2:38][CH2:37]1. Procedure details: Starting from cis-4-(2-cyclopropylmethoxy-5-methoxy-phenyl)-5H-pyrrolo[3,2-d]pyrimidine-7-carboxylic acid (4-amino-cyclohexyl)-amide (example A154) and acetic acid 1-chlorocarbonyl-cyclopropyl ester the title compound is obtained as colorless solid.